Dataset: the Open Reaction Database (ORD), a public repository of structured organic reaction records. Task: describe an organic reaction: reactants, conditions, products, and yield Reactants: ClC=1C(=NC=C(C1)Cl)OC1=CC(=C(C=C1)[N+](=O)[O-])[N+](=O)[O-] ((3,5-Dichloro-2-pyridyloxy)-3,4-dinitrobenzene), CP(C)(CN)=O (P,P-dimethyl-aminomethylphosphine oxide). Run in C1(=CC=CC=C1)C (toluene). The product is [N+](=O)([O-])C1=C(C=C(C=C1)OC1=NC=C(C=C1Cl)Cl)NCP(C)(C)=O (N-[2-nitro-5-(3,5-dichloro-2-pyridyloxy)-phenyl]-P,P-dimethyl-aminomethylphosphine oxide). The yield is 83.7%. Reaction SMILES: [Cl:1][C:2]1[C:3]([O:9][C:10]2[CH:15]=[CH:14][C:13]([N+:16]([O-:18])=[O:17])=[C:12]([N+:19]([O-])=O)[CH:11]=2)=[N:4][CH:5]=[C:6]([Cl:8])[CH:7]=1.[CH3:22][P:23](=[O:27])([CH2:25]N)[CH3:24]>C1(C)C=CC=CC=1>[N+:16]([C:13]1[CH:14]=[CH:15][C:10]([O:9][C:3]2[C:2]([Cl:1])=[CH:7][C:6]([Cl:8])=[CH:5][N:4]=2)=[CH:11][C:12]=1[NH:19][CH2:22][P:23](=[O:27])([CH3:25])[CH3:24])([O-:18])=[O:17]. Procedure details: A solution of 4.95 g (3,5-Dichloro-2-pyridyloxy)-3,4-dinitrobenzene in 15 ml of toluene is refluxed, and 3.21 g of melted P,P-dimethyl-aminomethylphosphine oxide are added. After the initial evolution of nitrous gases has finished, the mixture is refluxed for a further 2 hours. The brown solution is subsequently concentrated by evaporation, and the residue is recrystallised from 20 ml of ethyl acetate and 100 ml of ether. There are obtained, in the form of yellow crystals, 4.9 g (84% of theory) ... As a reaction SMILES: [N+:1]([C:4]1[CH:9]=[CH:8][C:7]([CH:10]([C:12]2[CH:17]=[CH:16][CH:15]=[CH:14][N:13]=2)[OH:11])=[C:6]([O:18][CH2:19][C:20]([F:23])([F:22])[F:21])[CH:5]=1)([O-])=O>C(O)C.[C].[Pd]>[NH2:1][C:4]1[CH:9]=[CH:8][C:7]([CH:10]([C:12]2[CH:17]=[CH:16][CH:15]=[CH:14][N:13]=2)[OH:11])=[C:6]([O:18][CH2:19][C:20]([F:23])([F:21])[F:22])[CH:5]=1 |f:2.3|. Starting materials: [N+](=O)([O-])C1=CC(=C(C=C1)C(O)C1=NC=CC=C1)OCC(F)(F)F ([4-nitro-2-(2,2,2-trifluoroethoxy)phenyl](pyridin-2-yl)methanol). Procedure details: [4-nitro-2-(2,2,2-trifluoroethoxy)phenyl](pyridin-2-yl)methanol (4.5 g) was dissolved in ethanol (150 ml), and the solution was reduced by catalytic hydrogenation overnight with 10% palladium-carbon of 50% hydration (0.25 g). The catalyst was removed, and the solvent of the filtrate was distilled off. The residue was purified by silica gel column chromatography (elution solvent: ethyl acetate), to give [4-amino-2-(2,2,2-trifluoroethoxy)phenyl](pyridin-2-yl)methanol (3.6 g) as yellow crystals. Yield: 88.0%. Reagents/catalysts: [C].[Pd] (palladium-carbon). Yields the product NC1=CC(=C(C=C1)C(O)C1=NC=CC=C1)OCC(F)(F)F ([4-amino-2-(2,2,2-trifluoroethoxy)phenyl](pyridin-2-yl)methanol). Solvent: C(C)O (ethanol). Starting materials: 45, C(C(=C)C)(=O)OC (methyl methacrylate), C=CC1=CC=CC=C1 (styrene), C(CS)(=O)O (thioglycolic acid), N(=NC(C#N)(C)C)C(C#N)(C)C (azobisisobutyronitrile). The product is C(C(=C)C)(=O)OC.C=CC1=CC=CC=C1 (methyl methacrylate styrene). Reaction SMILES: [C:1]([O:6][CH3:7])(=[O:5])[C:2]([CH3:4])=[CH2:3].[CH2:8]=[CH:9][C:10]1[CH:15]=[CH:14][CH:13]=[CH:12][CH:11]=1.C(O)(=O)CS.N(C(C)(C)C#N)=NC(C)(C)C#N>>[C:1]([O:6][CH3:7])(=[O:5])[C:2]([CH3:4])=[CH2:3].[CH2:8]=[CH:9][C:10]1[CH:15]=[CH:14][CH:13]=[CH:12][CH:11]=1 |f:4.5|. Procedure: A monomeric mixture of 45 parts of methyl methacrylate and 55 parts of styrene added with thioglycolic acid as a chain transfer agent was bulk polymerized in the presence of azobisisobutyronitrile as an initiator to obtain an oligomer having a molecular weight of about 2,000 after purification by reprecipitation. The resulting oligomer was dissolved in xylene and added with glycidyl methacrylate in an amount of 1.3 times equivalent of carboxyl groups contained in the oligomer, a catalytic amount...